From a dataset of the Open Reaction Database (ORD), a public repository of structured organic reaction records. describe an organic reaction: reactants, conditions, products, and yield The reactants are CCOC(=O)COc1ccc(Sc2cc(C#Cc3ccc(S(C)(=O)=O)cc3)cc(Oc3ccc(C(F)(F)F)cn3)c2)cc1C, CCO, Cl, [Na+], [OH-]. Yields the product Cc1cc(Sc2cc(C#Cc3ccc(S(C)(=O)=O)cc3)cc(Oc3ccc(C(F)(F)F)cn3)c2)ccc1OCC(=O)O. Reaction SMILES: [CH2:1]([CH3:2])[O:3][C:4]([CH2:5][O:6][c:7]1[c:8]([CH3:43])[cH:9][c:10]([S:13][c:14]2[cH:15][c:16]([C:31]#[C:32][c:33]3[cH:34][cH:35][c:36]([S:39](=[O:40])(=[O:41])[CH3:42])[cH:37][cH:38]3)[cH:17][c:18]([O:20][c:21]3[n:22][cH:23][c:24]([C:27]([F:28])([F:29])[F:30])[cH:25][cH:26]3)[cH:19]2)[cH:11][cH:12]1)=[O:44].[CH3:48][CH2:49][OH:50].[ClH:47].[Na+:46].[OH-:45]>>[O:3]=[C:4]([CH2:5][O:6][c:7]1[c:8]([CH3:43])[cH:9][c:10]([S:13][c:14]2[cH:15][c:16]([C:31]#[C:32][c:33]3[cH:34][cH:35][c:36]([S:39](=[O:40])(=[O:41])[CH3:42])[cH:37][cH:38]3)[cH:17][c:18]([O:20][c:21]3[n:22][cH:23][c:24]([C:27]([F:28])([F:29])[F:30])[cH:25][cH:26]3)[cH:19]2)[cH:11][cH:12]1)[OH:44].